describe an organic reaction: reactants, conditions, products, and yield From a dataset of the Open Reaction Database (ORD), a public repository of structured organic reaction records. Starting materials: C(C1=CC=CC=C1)N[C@H](C(=O)OC)CC1CCCCCC1 (methyl (S)-2-benzylamino-3-cycloheptyl-propionate), BrCC(=NO)C1=CC(=CC(=C1)F)F (2-bromo-1-(3,5-difluoro-phenyl)-ethanone-oxime), C([O-])([O-])=O.[K+].[K+] (potassium carbonate), C1CCOC1 (THF). The solvent is C(C)(=O)OCC (ethyl acetate), O (water). The product is C(C1=CC=CC=C1)N([C@H](C(=O)OC)CC1CCCCCC1)CC(=NO)C1=CC(=CC(=C1)F)F (methyl (S)-2-(benzyl-{2-(3,5-difluoro-phenyl)-2-[hydroxyimino]-ethyl}-amino)-3-cycloheptyl-propionate). Reaction SMILES: [CH2:1]([NH:8][C@@H:9]([CH2:14][CH:15]1[CH2:21][CH2:20][CH2:19][CH2:18][CH2:17][CH2:16]1)[C:10]([O:12][CH3:13])=[O:11])[C:2]1[CH:7]=[CH:6][CH:5]=[CH:4][CH:3]=1.Br[CH2:23][C:24]([C:27]1[CH:32]=[C:31]([F:33])[CH:30]=[C:29]([F:34])[CH:28]=1)=[N:25][OH:26].C(=O)([O-])[O-].[K+].[K+].C1COCC1>C(OCC)(=O)C.O>[CH2:1]([N:8]([CH2:23][C:24]([C:27]1[CH:28]=[C:29]([F:34])[CH:30]=[C:31]([F:33])[CH:32]=1)=[N:25][OH:26])[C@@H:9]([CH2:14][CH:15]1[CH2:21][CH2:20][CH2:19][CH2:18][CH2:17][CH2:16]1)[C:10]([O:12][CH3:13])=[O:11])[C:2]1[CH:7]=[CH:6][CH:5]=[CH:4][CH:3]=1 |f:2.3.4|. Procedure: 820 mg (2.83 mmol) methyl (S)-2-benzylamino-3-cycloheptyl-propionate were stirred overnight at RT together with 0.71 g (2.83 mmol) 2-bromo-1-(3,5-difluoro-phenyl)-ethanone-oxime, 0.51 g (3.68 mmol) potassium carbonate and 10 ml THF. After the addition of water and ethyl acetate the organic phases were combined, washed with water, dried and evaporated to dryness by rotary evaporation. The residue was purified by RP-HPLC. The product-containing fractions were combined, the organic solvent was remo... The reactants are OC=1C=C(C(=O)O)C=CC1O (3,4-dihydroxybenzoic acid), [OH-].[Na+] (sodium hydroxide), C1=C(OC=C(C1=O)O)CCl (chlorokojic acid). Yields the product OC=1C=C(C(=O)OCC=2OC=C(C(C2)=O)O)C=CC1O (2-(3,4-dihydroxybenzoyl)oxymethyl-5-hydroxy-4H-pyran-4-one). Yield: 43.3%. RXN SMILES: [OH:1][C:2]1[CH:3]=[C:4]([CH:8]=[CH:9][C:10]=1[OH:11])[C:5]([OH:7])=[O:6].[OH-].[Na+].[CH:14]1[C:19](=[O:20])[C:18]([OH:21])=[CH:17][O:16][C:15]=1[CH2:22]Cl>>[OH:1][C:2]1[CH:3]=[C:4]([CH:8]=[CH:9][C:10]=1[OH:11])[C:5]([O:7][CH2:22][C:15]1[O:16][CH:17]=[C:18]([OH:21])[C:19](=[O:20])[CH:14]=1)=[O:6] |f:1.2|. Reported procedure: By following the procedure of Example 1 by employing 4.22 g(27.4 mmole) of 3,4-dihydroxybenzoic acid, 1.1 g (27.5 mmole) of sodium hydroxide and 4 g(24.9 mmole) of chlorokojic acid, there was obtained 3.0 g(43.3%) of 2-(3,4-dihydroxybenzoyl)oxymethyl-5-hydroxy-4H-pyran-4-one as as a solid. The reactants are C(C=1C(O)=CC=CC1)=O (salicylaldehyde), C(CN)N (ethylenediamine). Run in C(C)O (ethanol). Run at time 8 hour. Yields the product C(C=1C(O)=CC=CC1)=NCCN=CC=1C(O)=CC=CC1 (N,N′-bis(salicylidene)ethylenediamine). The yield is 98.0%. RXN SMILES: [CH:1](=O)[C:2]1[C:3](=[CH:5][CH:6]=[CH:7][CH:8]=1)[OH:4].[CH2:10]([NH2:13])[CH2:11][NH2:12]>C(O)C>[CH:1](=[N:12][CH2:11][CH2:10][N:13]=[CH:1][C:2]1[C:3](=[CH:5][CH:6]=[CH:7][CH:8]=1)[OH:4])[C:2]1[C:3](=[CH:5][CH:6]=[CH:7][CH:8]=1)[OH:4]. Procedure: To a stirred solution of salicylaldehyde (12.21 g/10.62 mL) in 70° C. ethanol (100 mL) was added ethylenediamine (3.01 g/3.33 mL). A yellow crystalline material immediately formed, and the reaction mixture was allowed to cool to room temperature with stirring. The solution was filtered, and the crystals were washed with cold ethanol. The ethanol layers were combined and reduced to approximately 20 mL and allowed to stand at 0° C. overnight. The resulting crystals were collected by vacuum filtrat... Reactants: CC1(OB(OC1(C)C)C1=CCN(CC1)C(=O)OC(C)(C)C)C (tert-butyl 4-(4,4,5,5-tetramethyl-1,3,2-dioxaborolan-2-yl)-5,6-dihydropyridine-1(2H)-carboxylate), Cl (HCl). Solvent: CCOCC (Et2O), CC(C)(C)OC (MTBE). Reaction conditions: time 8 hour. Yields the product Cl.CC1(OB(OC1(C)C)C=1CCNCC1)C (4-(4,4,5,5-tetramethyl-1,3,2-dioxaborolan-2-yl)-1,2,3,6-tetrahydropyridine hydrochloride). Yield: 90.0%. RXN SMILES: [CH3:1][C:2]1([CH3:22])[C:6]([CH3:8])([CH3:7])[O:5][B:4]([C:9]2[CH2:14][CH2:13][N:12](C(OC(C)(C)C)=O)[CH2:11][CH:10]=2)[O:3]1.[ClH:23]>CC(OC)(C)C.CCOCC>[ClH:23].[CH3:7][C:6]1([CH3:8])[C:2]([CH3:1])([CH3:22])[O:3][B:4]([C:9]2[CH2:14][CH2:13][NH:12][CH2:11][CH:10]=2)[O:5]1 |f:4.5|. Procedure details: tert-butyl 4-(4,4,5,5-tetramethyl-1,3,2-dioxaborolan-2-yl)-5,6-dihydropyridine-1(2H)-carboxylate (2 g, 6.47 mmol) was suspended in MTBE (8.1 mL) and 2M HCl in Et2O (24 mL). The reaction was stirred rt overnight, the white precipitate formed collected by filtration and washed with Et2O to give the title compound (1.434 g, 90%). Reactants: C1(C=2C(C(N1[C@H]1CSC3=C(NC1=O)C=CC=C3)=O)=CC=CC2)=O (3(R)-phthalimido-2,3-dihydro-1,5(5H)-benzothiazepin-4-one), ClCC(=O)OC(C)(C)C (tert-butyl chloroacetate), [H-].[Na+] (sodium hydride). Run in ice water, CN(C=O)C (N,N-dimethylformamide). Run at time 5 minute. The product is O=C1[C@H](CSC2=C(N1CC(=O)OC(C)(C)C)C=CC=C2)N2C(C=1C(C2=O)=CC=CC1)=O (tert-butyl 4-oxo-3(R)-phthalimido-2,3,4,5-tetrahydro-1,5-benzothiazepine-5-acetate). Yield: 74.0%. RXN SMILES: [H-].[Na+].[C:3]1(=[O:25])[N:7]([C@@H:8]2[C:14](=[O:15])[NH:13][C:12]3[CH:16]=[CH:17][CH:18]=[CH:19][C:11]=3[S:10][CH2:9]2)[C:6](=[O:20])[C:5]2=[CH:21][CH:22]=[CH:23][CH:24]=[C:4]12.Cl[CH2:27][C:28]([O:30][C:31]([CH3:34])([CH3:33])[CH3:32])=[O:29]>CN(C)C=O>[O:15]=[C:14]1[N:13]([CH2:27][C:28]([O:30][C:31]([CH3:34])([CH3:33])[CH3:32])=[O:29])[C:12]2[CH:16]=[CH:17][CH:18]=[CH:19][C:11]=2[S:10][CH2:9][C@@H:8]1[N:7]1[C:6](=[O:20])[C:5]2=[CH:21][CH:22]=[CH:23][CH:24]=[C:4]2[C:3]1=[O:25] |f:0.1|. Reported procedure: To a stirred mixture of 50 ml of N,N-dimethylformamide and 0.5 g of sodium hydride (60% in oil) is added 4 g of 3(R)-phthalimido-2,3-dihydro-1,5(5H)-benzothiazepin-4-one obtained in Reference Example 2 at ice bath temperature. After 5 minutes, 2 g of tert-butyl chloroacetate is added at ice bath temperature. The resulting mixture is stirred in an ice bath for b 15 minutes and diluted with ice water (200 ml). The deposited crystals are collected by filtration, dried and purified by silica gel col... The reactants are BrC=1C=C(C=2C=NN(C2C1)C(C)C)C(=O)NCC=1C(NC(=CC1CCC)C)=O (6-bromo-1-(1-methylethyl)-N-[(6-methyl-2-oxo-4-propyl-1,2-dihydro-3-pyridinyl)methyl]-1H-indazole-4-carboxamide), COC1=CC=C(C=N1)B(O)O ([6-(methyloxy)-3-pyridinyl]boronic acid). Product: CC(C)N1N=CC=2C(=CC(=CC12)C=1C=NC(=CC1)OC)C(=O)NCC=1C(NC(=CC1CCC)C)=O (1-(1-methylethyl)-N-[(6-methyl-2-oxo-4-propyl-1,2-dihydro-3-pyridinyl)methyl]-6-[6-(methyloxy)-3-pyridinyl]-1H-indazole-4-carboxamide). As a reaction SMILES: Br[C:2]1[CH:3]=[C:4]([C:14]([NH:16][CH2:17][C:18]2[C:19](=[O:28])[NH:20][C:21]([CH3:27])=[CH:22][C:23]=2[CH2:24][CH2:25][CH3:26])=[O:15])[C:5]2[CH:6]=[N:7][N:8]([CH:11]([CH3:13])[CH3:12])[C:9]=2[CH:10]=1.[CH3:29][O:30][C:31]1[N:36]=[CH:35][C:34](B(O)O)=[CH:33][CH:32]=1>>[CH3:12][CH:11]([N:8]1[C:9]2[CH:10]=[C:2]([C:34]3[CH:35]=[N:36][C:31]([O:30][CH3:29])=[CH:32][CH:33]=3)[CH:3]=[C:4]([C:14]([NH:16][CH2:17][C:18]3[C:19](=[O:28])[NH:20][C:21]([CH3:27])=[CH:22][C:23]=3[CH2:24][CH2:25][CH3:26])=[O:15])[C:5]=2[CH:6]=[N:7]1)[CH3:13]. Procedure details: The title compound was prepared in the same manner as described for example 75 from 6-bromo-1-(1-methylethyl)-N-[(6-methyl-2-oxo-4-propyl-1,2-dihydro-3-pyridinyl)methyl]-1H-indazole-4-carboxamide (100 mg, 0.225 mmol) and [6-(methyloxy)-3-pyridinyl]boronic acid (52 mg, 0.337 mmol). The final product was collected as a white solid (72 mg, 67%). 1H NMR (400 MHz, DMSO-d6) δ ppm 11.55 (br. s., 1H) 8.68 (br. s., 1H) 8.62 (br. s., 1H) 8.39 (s, 1H) 8.21 (br. s., 1H) 8.14 (s, 1H) 7.86 (s, 1H) 6.97 (d, J=...